Dataset: the Open Reaction Database (ORD), a public repository of structured organic reaction records. Task: describe an organic reaction: reactants, conditions, products, and yield Reactants: CCO, O=CO, O=c1c2sccc2nc(C=Cc2ccccn2)n1-c1ccccc1Cl, O. Product: O=c1c2sccc2nc(CCc2ccccn2)n1-c1ccccc1Cl. Reaction SMILES: [CH3:29][CH2:30][OH:31].[CH:26]([OH:27])=[O:28].[Cl:1][c:2]1[c:3](-[n:8]2[c:9]([CH:18]=[CH:19][c:20]3[n:21][cH:22][cH:23][cH:24][cH:25]3)[n:10][c:11]3[c:12]([c:13]2=[O:14])[s:15][cH:16][cH:17]3)[cH:4][cH:5][cH:6][cH:7]1.[OH2:32]>>[Cl:1][c:2]1[c:3](-[n:8]2[c:9]([CH2:18][CH2:19][c:20]3[n:21][cH:22][cH:23][cH:24][cH:25]3)[n:10][c:11]3[c:12]([c:13]2=[O:14])[s:15][cH:16][cH:17]3)[cH:4][cH:5][cH:6][cH:7]1. The reactants are Cc1cc(C(=O)O)ccc1Br, O=C(Cl)C(=O)Cl, ClCCl, CN(C)C=O. Product: Cc1cc(C(=O)Cl)ccc1Br. RXN SMILES: [Br:1][c:2]1[c:3]([CH3:11])[cH:4][c:5]([C:6](=[O:7])[OH:8])[cH:9][cH:10]1.[Cl:17][C:18]([C:19]([Cl:20])=[O:21])=[O:22].[Cl:23][CH2:24][Cl:25].[O:12]=[CH:13][N:14]([CH3:15])[CH3:16]>>[Br:1][c:2]1[c:3]([CH3:11])[cH:4][c:5]([C:6](=[O:7])[Cl:17])[cH:9][cH:10]1.